From a dataset of the Open Reaction Database (ORD), a public repository of structured organic reaction records. describe an organic reaction: reactants, conditions, products, and yield Starting materials: CN1C(=O)C(F)(F)CN(C2CCCC2)c2nc(Cl)ncc21, Cl, Nc1cc(F)ccc1F. Product: CN1C(=O)C(F)(F)CN(C2CCCC2)c2nc(Nc3cc(F)ccc3F)ncc21. Reaction SMILES: [Cl:1][c:2]1[n:3][cH:4][c:5]2[c:11]([n:12]1)[N:10]([CH:13]1[CH2:14][CH2:15][CH2:16][CH2:17]1)[CH2:9][C:8]([F:18])([F:19])[C:7](=[O:20])[N:6]2[CH3:21].[ClH:31].[F:22][c:23]1[c:24]([NH2:25])[cH:26][c:27]([F:30])[cH:28][cH:29]1>>[c:2]1([NH:25][c:24]2[c:23]([F:22])[cH:29][cH:28][c:27]([F:30])[cH:26]2)[n:3][cH:4][c:5]2[c:11]([n:12]1)[N:10]([CH:13]1[CH2:14][CH2:15][CH2:16][CH2:17]1)[CH2:9][C:8]([F:18])([F:19])[C:7](=[O:20])[N:6]2[CH3:21]. Reactants: O=C([O-])[O-], N=C(c1ccccc1)c1ccccc1, CC(=O)[O-], CC(=O)[O-], [Cs+], [Cs+], O=S(=O)(Oc1ccc2ccncc2c1)C(F)(F)F, C1CCOC1, [Pd+2], c1ccc(P(c2ccccc2)c2ccc3ccccc3c2-c2c(P(c3ccccc3)c3ccccc3)ccc3ccccc23)cc1. Product: Nc1ccc2ccncc2c1. Reaction SMILES: [C:19](=[O:20])([O-:21])[O-:22].[C:25]([c:26]1[cH:27][cH:28][cH:29][cH:30][cH:31]1)([c:32]1[cH:33][cH:34][cH:35][cH:36][cH:37]1)=[NH:38].[C:90]([O-:91])(=[O:92])[CH3:93].[C:95]([O-:96])(=[O:97])[CH3:98].[Cs+:23].[Cs+:24].[F:1][C:2]([F:3])([F:4])[S:5]([O:6][c:7]1[cH:8][cH:9][c:10]2[cH:11][cH:12][n:13][cH:14][c:15]2[cH:16]1)(=[O:17])=[O:18].[O:85]1[CH2:86][CH2:87][CH2:88][CH2:89]1.[Pd+2:94].[cH:39]1[cH:40][cH:41][c:42]([P:43]([c:44]2[cH:45][cH:46][c:47]3[c:48]([cH:49][cH:50][cH:51][cH:52]3)[c:53]2-[c:54]2[c:55]3[c:56]([cH:57][cH:58][cH:59][cH:60]3)[cH:61][cH:62][c:63]2[P:64]([c:65]2[cH:66][cH:67][cH:68][cH:69][cH:70]2)[c:71]2[cH:72][cH:73][cH:74][cH:75][cH:76]2)[c:77]2[cH:78][cH:79][cH:80][cH:81][cH:82]2)[cH:83][cH:84]1>>[c:7]1([NH2:38])[cH:8][cH:9][c:10]2[cH:11][cH:12][n:13][cH:14][c:15]2[cH:16]1. Reactants: Cc1ccc(S(=O)(=O)OCCOCc2cc(Br)ccc2Nc2ccc(C(=O)c3ccccc3C)c(Cl)c2)cc1, CC(C)=O, [I-], [Na+], O. The product is Cc1ccccc1C(=O)c1ccc(Nc2ccc(Br)cc2COCCI)cc1Cl. Reaction SMILES: [CH3:1][c:2]1[cH:3][cH:4][c:5]([S:6]([O:7][CH2:12][CH2:13][O:14][CH2:15][c:16]2[c:17]([NH:23][c:24]3[cH:25][c:26]([Cl:39])[c:27]([C:30](=[O:31])[c:32]4[c:33]([CH3:38])[cH:34][cH:35][cH:36][cH:37]4)[cH:28][cH:29]3)[cH:18][cH:19][c:20]([Br:22])[cH:21]2)(=[O:8])=[O:9])[cH:10][cH:11]1.[CH3:42][C:43](=[O:44])[CH3:45].[I-:40].[Na+:41].[OH2:46]>>[CH2:12]([CH2:13][O:14][CH2:15][c:16]1[c:17]([NH:23][c:24]2[cH:25][c:26]([Cl:39])[c:27]([C:30](=[O:31])[c:32]3[c:33]([CH3:38])[cH:34][cH:35][cH:36][cH:37]3)[cH:28][cH:29]2)[cH:18][cH:19][c:20]([Br:22])[cH:21]1)[I:40]. Reagents/catalysts: C1=CC=C(C=C1)P([C-]2C=CC=C2)C3=CC=CC=C3.C1=CC=C(C=C1)P([C-]2C=CC=C2)C3=CC=CC=C3.Cl[Pd]Cl.[Fe+2] (Pd(dppf)Cl2). The reactants are BrC=1C=C(C(N(C1)C)=O)NC1=NC=C(C=C1)C1CCN(CC1)C (5-Bromo-1-methyl-3-(5-(1-methylpiperidin-4-yl)pyridin-2-ylamino)pyridine-2(1H)-one), C(C)(=O)OCC=1C(=NC=CC1B(O)O)N1C(C2=CC=3CC(CC3N2CC1)(C)C)=O ({3-[(Acetyloxy)methyl]-2-{4,4-dimethyl-9-oxo-1,10-diazatricyclo[6.4.0.02,6]dodeca-2(6),7-dien-10-yl}pyridin-4-yl}boronic Acid), [O-]P(=O)([O-])[O-].[K+].[K+].[K+] (K3PO4), O.O.O.C(C)(=O)[O-].[Na+] (sodium acetate trihydrate). Product: C(C)(=O)OCC=1C(=NC=CC1C1=CN(C(C(=C1)NC1=NC=C(C=C1)C1CCN(CC1)C)=O)C)N1C(C2=CC=3CC(CC3N2CC1)(C)C)=O ((2-{4,4-Dimethyl-9-oxo-1,10-diazatricyclo[6.4.0.02,6]dodeca-2(6),7-dien-10-yl}-4-(1-methyl-5-{[5-(1-methylpiperidin-4-yl)pyridin-2-yl]amino}-6-oxopyridin-3-yl)pyridin-3-yl)methyl Acetate). Conditions: temperature 100 celsius. Solvent: C(C)#N (acetonitrile), O (water). The yield is 57.7%. Procedure details: A 50-mL round-bottomed flask equipped with a reflux condenser was charged with 5-bromo-1-methyl-3-(5-(1-methylpiperidin-4-yl)pyridin-2-ylamino)pyridin-2(1H)-one 232d (160 mg, 0.40 mmol), {3-[(acetoxy)methyl]-2-{4,4-dimethyl-9-oxo-1,10-diazatricyclo[6.4.0.02,6]dodeca-2(6),7-dien-10-yl}pyridin-4-yl}boronic acid 199e (240 mg, 0.60 mmol), Pd(dppf)Cl2 (20 mg, 0.020 mmol), K3PO4 (180 mg, 0.80 mmol), sodium acetate trihydrate (120 mg, 0.80 mmol), water (0.5 mL), and acetonitrile (10 mL). After three cy... As a reaction SMILES: Br[C:2]1[CH:3]=[C:4]([NH:10][C:11]2[CH:16]=[CH:15][C:14]([CH:17]3[CH2:22][CH2:21][N:20]([CH3:23])[CH2:19][CH2:18]3)=[CH:13][N:12]=2)[C:5](=[O:9])[N:6]([CH3:8])[CH:7]=1.[C:24]([O:27][CH2:28][C:29]1[C:30]([N:38]2[CH2:49][CH2:48][N:47]3[C:40](=[CH:41][C:42]4[CH2:43][C:44]([CH3:51])([CH3:50])[CH2:45][C:46]=43)[C:39]2=[O:52])=[N:31][CH:32]=[CH:33][C:34]=1B(O)O)(=[O:26])[CH3:25].[O-]P([O-])([O-])=O.[K+].[K+].[K+].O.O.O.C([O-])(=O)C.[Na+]>C1C=CC(P(C2C=CC=CC=2)[C-]2C=CC=C2)=CC=1.C1C=CC(P(C2C=CC=CC=2)[C-]2C=CC=C2)=CC=1.Cl[Pd]Cl.[Fe+2].C(#N)C.O>[C:24]([O:27][CH2:28][C:29]1[C:30]([N:38]2[CH2:49][CH2:48][N:47]3[C:40](=[CH:41][C:42]4[CH2:43][C:44]([CH3:51])([CH3:50])[CH2:45][C:46]=43)[C:39]2=[O:52])=[N:31][CH:32]=[CH:33][C:34]=1[C:2]1[CH:3]=[C:4]([NH:10][C:11]2[CH:16]=[CH:15][C:14]([CH:17]3[CH2:22][CH2:21][N:20]([CH3:23])[CH2:19][CH2:18]3)=[CH:13][N:12]=2)[C:5](=[O:9])[N:6]([CH3:8])[CH:7]=1)(=[O:26])[CH3:25] |f:2.3.4.5,6.7.8.9.10,11.12.13.14|. The reactants are COC(C(CC=C)(C)O)=O (2-hydroxy-2-methylpent-4-enoic acid methyl ester), C[Mg+].[Br-] (MeMgBr), C1CCOC1 (THF). Conditions: time 3 hour. The product is CC(C)(C(CC=C)(O)C)O (2,3-dimethylhex-5-ene-2,3-diol). Reaction SMILES: CO[C:3](=O)[C:4]([OH:9])(C)[CH2:5]C=C.[CH3:11][Mg+].[Br-].[CH2:14]1[CH2:18][O:17][CH2:16][CH2:15]1>>[CH3:3][C:4]([OH:9])([C:16]([CH3:11])([OH:17])[CH2:15][CH:14]=[CH2:18])[CH3:5] |f:1.2|. Procedure details: To a stirring solution of 2-hydroxy-2-methylpent-4-enoic acid methyl ester (1.12 g, 7.77 mmol) in THF (8 mL) at 0° C. is added MeMgBr (10 mL, 30 mmol) drop wise. The mixture is stirred for 3 h at room temperature and then quenched with sat. NH4Cl. It is then extracted with Et2O (3×50 mL). The organic layers are washed with water and brine, dried and concentrated to afford 2,3-dimethylhex-5-ene-2,3-diol. Reactants: formula II, [Na] (sodium), C([O-])([O-])=O.[Na+].[Na+] (sodium carbonate), C(O)([O-])=O.[Na+] (sodium hydrogen carbonate), [OH-].[Na+] (sodium hydroxide), CCOC(=O)[C@H](CCC1=CC=CC=C1)N[C@@H](C)C(=O)N2CCC[C@H]2C(=O)[O-].[Na+] (enalapril sodium). The solvent is O (water). Product: CCOC(=O)[C@H](CCC=1C=CC=CC1)N[C@@H](C)C(=O)N2CCC[C@H]2C(=O)O (enalapril). RXN SMILES: [Na].C(=O)([O-])[O-].[Na+].[Na+].C(=O)([O-])O.[Na+].[OH-].[Na+].[CH3:15][CH2:16][O:17][C:18]([C@@H:20]([NH:29][C@H:30]([C:32]([N:34]1[C@H:38]([C:39]([O-:41])=[O:40])[CH2:37][CH2:36][CH2:35]1)=[O:33])[CH3:31])[CH2:21][CH2:22][C:23]1[CH:28]=[CH:27][CH:26]=[CH:25][CH:24]=1)=[O:19].[Na+]>O>[CH3:15][CH2:16][O:17][C:18]([C@@H:20]([NH:29][C@H:30]([C:32]([N:34]1[C@H:38]([C:39]([OH:41])=[O:40])[CH2:37][CH2:36][CH2:35]1)=[O:33])[CH3:31])[CH2:21][CH2:22][C:23]1[CH:24]=[CH:25][CH:26]=[CH:27][CH:28]=1)=[O:19] |f:1.2.3,4.5,6.7,8.9,^1:0|. Procedure details: The stable formulation of enalapril salt is prepared in such manner that a compound of formula II ##STR5## is suspended in demineralized water, a stoichiometric amount of the corresponding sodium compound such as sodium carbonate, sodium hydrogen carbonate or sodium hydroxide is added thereto, to this enalapril sodium salt prepared in situ of the formula I ##STR6## formulating additives are added, the whole is homogenized and formulated. The reactants are NC=1C(N(C(=CC1)C)CC(=O)OC(C)(C)C)=O (tert-butyl 2-[3-amino-6-methyl-2-oxo-1(2H)-pyridinyl]acetate), FC(C1=CC=C(C=C1)CS(=O)(=O)Cl)(F)F ([4-(trifluoromethyl)phenyl]methanesulfonyl chloride). Yields the product CC1=CC=C(C(N1CC(=O)OC(C)(C)C)=O)NS(=O)(=O)CC1=CC=C(C=C1)C(F)(F)F (tert-butyl 2-[6-methyl-2-oxo-3-({[4-(trifluoromethyl)benzyl]sulfonyl}amino)-1(2H) pyridinyl]acetate). Reaction SMILES: [NH2:1][C:2]1[C:3](=[O:17])[N:4]([CH2:9][C:10]([O:12][C:13]([CH3:16])([CH3:15])[CH3:14])=[O:11])[C:5]([CH3:8])=[CH:6][CH:7]=1.[F:18][C:19]([F:32])([F:31])[C:20]1[CH:25]=[CH:24][C:23]([CH2:26][S:27](Cl)(=[O:29])=[O:28])=[CH:22][CH:21]=1>>[CH3:8][C:5]1[N:4]([CH2:9][C:10]([O:12][C:13]([CH3:16])([CH3:15])[CH3:14])=[O:11])[C:3](=[O:17])[C:2]([NH:1][S:27]([CH2:26][C:23]2[CH:22]=[CH:21][C:20]([C:19]([F:18])([F:31])[F:32])=[CH:25][CH:24]=2)(=[O:29])=[O:28])=[CH:7][CH:6]=1. Procedure details: The title compound was prepared from tert-butyl 2-[3-amino-6-methyl-2-oxo-1(2H)-pyridinyl]acetate (EXAMPLE 1, STEP 1-3), and [4-(trifluoromethyl)phenyl]methanesulfonyl chloride using the procedure of EXAMPLE 9 (STEP 2), and was obtained as a white solid compound.